This data is from the Open Reaction Database (ORD), a public repository of structured organic reaction records. The task is: describe an organic reaction: reactants, conditions, products, and yield The reactants are C(C)(C)(C)OC(=O)N1[C@H](CCCC1)C(NC=1C=C2C=3C(=C(NC3C1)C1=CC=CC=C1)C=NNC2=O)=O ((2R)-2-(6-Oxo-2-phenyl-5,6-dihydro-1H-[1,2]diazepino[4,5,6-cd]indol-8-ylcarbamoyl)-piperidine-1-carboxylic Acid tert-Butyl Ester), Cl (HCl), O1CCOCC1 (dioxane). The product is O=C1NN=CC2=C(NC=3C=C(C=C1C23)NC(=O)[C@@H]2NCCCC2)C2=CC=CC=C2 ((2R)-Piperidine-2-carboxylic Acid (6-oxo-2-phenyl-5,6-dihydro-1H-[1,2]diazepino[4,5,6-cd]indol-8-yl)-amide). As a reaction SMILES: C(OC([N:8]1[CH2:13][CH2:12][CH2:11][CH2:10][C@@H:9]1[C:14](=[O:36])[NH:15][C:16]1[CH:17]=[C:18]2[C:34](=[O:35])[NH:33][N:32]=[CH:31][C:20]3=[C:21]([C:25]4[CH:30]=[CH:29][CH:28]=[CH:27][CH:26]=4)[NH:22][C:23]([CH:24]=1)=[C:19]23)=O)(C)(C)C.Cl.O1CCOCC1>>[O:35]=[C:34]1[C:18]2[C:19]3[C:20](=[C:21]([C:25]4[CH:30]=[CH:29][CH:28]=[CH:27][CH:26]=4)[NH:22][C:23]=3[CH:24]=[C:16]([NH:15][C:14]([C@H:9]3[CH2:10][CH2:11][CH2:12][CH2:13][NH:8]3)=[O:36])[CH:17]=2)[CH:31]=[N:32][NH:33]1. Procedure: Preparation of the title compound from Intermediate 136(a) (0.16 g, 0.33 mmol) and 4M HCl in dioxane (1.6 mL, 6.6 mmol) was carried out analogously to Example 91. Isolation, also in an analogous manner, included a further trituration with CH2Cl2/diethyl ether and afforded the title compound (0.137 g) as an orange/yellow powder in 96% yield. The solvent is CO (MeOH). Isolated yield 98.4%. As a reaction SMILES: [F:1][C:2]1[N:7]=[CH:6][C:5]([C:8]2[CH:13]=[CH:12][N:11]([CH3:14])[C:10](=[O:15])[CH:9]=2)=[CH:4][CH:3]=1>CO.[Pd]>[F:1][C:2]1[N:7]=[CH:6][C:5]([CH:8]2[CH2:13][CH2:12][N:11]([CH3:14])[C:10](=[O:15])[CH2:9]2)=[CH:4][CH:3]=1. The reagents and catalysts are [Pd] (Pd—C). Run at time 8 hour. The product is FC1=CC=C(C=N1)C1CC(N(CC1)C)=O ((+/−)-4-(6-fluoropyridin-3-yl)-1-methylpiperidin-2-one). The reactants are steel, FC1=CC=C(C=N1)C1=CC(N(C=C1)C)=O (6-fluoro-1′-methyl-[3,4′-bipyridin]-2′(1′H)-one). Reported procedure: To a steel bomb, a solution of 6-fluoro-1′-methyl-[3,4′-bipyridin]-2′(1′H)-one (340 mg, 1.665 mmol) in MeOH (remaining 60% head space) was added followed by addition of Pd—C (Degussa) (354 mg, 0.333 mmol). After degassing with nitrogen stream, the steel bomb was filled with hydrogen (250 psi). The reaction mixture was stirred overnight. The reaction mixture was filtered off through Celite (washed with EtOAc/MeOH). The volatile materials were concentrated in vacuo to give crude (+/−)-4-(6-fluorop... The reactants are ClCCCS(=O)(=O)N(C1=C2C=CN(C2=CC(=C1)C(=O)OC)CC)S(=O)(=O)CCCCl (Methyl 4-{bis[(3-chloropropyl)sulfonyl]amino}-1-ethyl-1H-indole-6-carboxylate), [OH-].[Na+] (NaOH). Run in CO (MeOH). Run at time 1 hour. Yields the product ClCCCS(=O)(=O)NC1=C2C=CN(C2=CC(=C1)C(=O)O)CC (4-{[(3-Chloropropyl)sulfonyl]amino}-1-ethyl-1H-indole-6-carboxylic acid). Yield: 74.9%. As a reaction SMILES: [Cl:1][CH2:2][CH2:3][CH2:4][S:5]([N:8](S(CCCCl)(=O)=O)[C:9]1[CH:17]=[C:16]([C:18]([O:20]C)=[O:19])[CH:15]=[C:14]2[C:10]=1[CH:11]=[CH:12][N:13]2[CH2:22][CH3:23])(=[O:7])=[O:6].[OH-].[Na+]>CO>[Cl:1][CH2:2][CH2:3][CH2:4][S:5]([NH:8][C:9]1[CH:17]=[C:16]([C:18]([OH:20])=[O:19])[CH:15]=[C:14]2[C:10]=1[CH:11]=[CH:12][N:13]2[CH2:22][CH3:23])(=[O:6])=[O:7] |f:1.2|. Procedure details: To a solution of methyl 4-{bis[(3-chloropropyl)sulfonyl]amino}-1-ethyl-1H-indole-6-carboxylate (D236) (1.8 g, 3.6 mmol, 1 equiv) in MeOH (100 ml) was added a 2N aqueous NaOH solution (20 ml, 40 mmol, excess) and the resulting mixture was stirred for 1 h. Most of MeOH was removed in vacuo and the residue partitioned between AcOEt and a 2N aqueous HCl solution. The two layers were separated and the aqueous phase was dried over MgSO4 and concentrated in vacuo to give 4-{[(3-chloropropyl)sulfonyl]am... Reactants: C=O (formaldehyde), [OH-].[Na+] (sodium hydroxide), C1NCCC2=CC=CC=C12 (1,2,3,4-Tetrahydroisoquinoline), N1C=CC=2C1=NC=CC2 (1H-pyrrolo[2,3-b]pyridine). Solvent: C(C)(=O)O (acetic acid), O (water). Run at time 5 minute. Product: C1N(CCC2=CC=CC=C12)CC1=CNC2=NC=CC=C21 (3-(1,2,3,4-Tetrahydroisoquinoline-2-yl)methyl-1H-pyrrolo[2,3-b]pyridine). Isolated yield 35.5%. As a reaction SMILES: [CH2:1]1[C:10]2[C:5](=[CH:6][CH:7]=[CH:8][CH:9]=2)[CH2:4][CH2:3][NH:2]1.[CH2:11]=O.[NH:13]1[C:17]2=[N:18][CH:19]=[CH:20][CH:21]=[C:16]2[CH:15]=[CH:14]1.[OH-].[Na+]>C(O)(=O)C.O>[CH2:1]1[C:10]2[C:5](=[CH:6][CH:7]=[CH:8][CH:9]=2)[CH2:4][CH2:3][N:2]1[CH2:11][C:15]1[C:16]2[C:17](=[N:18][CH:19]=[CH:20][CH:21]=2)[NH:13][CH:14]=1 |f:3.4|. Procedure: 1,2,3,4-Tetrahydroisoquinoline (1.37 g, 10.0 mmol) was dissolved in acetic acid (4 ml) and water (2 ml). 37% Aqueous formaldehyde (0.9 ml, 12 mmol) was added and the reaction mixture stirred for five minutes, 1H-pyrrolo[2,3-b]pyridine (1.18 g, 9.99 mmol) added and the resulting solution stirred at room temperature for 20 h. The reaction mixture was poured into 2M aqueous sodium hydroxide solution (50 ml) and extracted with ethyl acetate (3×50 ml). The combined extracts were washed with water (50... The reactants are CC(=O)[O-], CCO, Cl, NO, [Na+], CCOC(=O)CCCC(=O)c1ccccc1. Yields the product CCOC(=O)CCCC(=NO)c1ccccc1. Reaction SMILES: [CH3:21][C:22](=[O:23])[O-:24].[CH3:25][CH2:26][OH:27].[ClH:17].[NH2:18][OH:19].[Na+:20].[O:1]=[C:2]([CH2:3][CH2:4][CH2:5][C:6](=[O:7])[O:8][CH2:9][CH3:10])[c:11]1[cH:12][cH:13][cH:14][cH:15][cH:16]1>>[C:2]([CH2:3][CH2:4][CH2:5][C:6](=[O:7])[O:8][CH2:9][CH3:10])([c:11]1[cH:12][cH:13][cH:14][cH:15][cH:16]1)=[N:18][OH:19]. Reactants: C(C1=CC=CC=C1)OC(NC1=NN(C(=N1)C=1SC=2CCOC3=C(C2N1)C=CC(=C3)C3CN(C3)CCS(=O)(=O)C)C(C)C)=O ((1-isopropyl-5-{8-[1-(2-methanesulfonyl-ethyl)-azetidin-3-yl]-4,5-dihydro-6-oxa-3-thia-1-aza-benzo[e]azulen-2-yl}-1H-[1,2,4]triazol-3-yl)-carbamic acid benzyl ester). Run in IMS. Reaction SMILES: C(OC(=O)[NH:10][C:11]1[N:15]=[C:14]([C:16]2[S:17][C:18]3[CH2:19][CH2:20][O:21][C:22]4[CH:29]=[C:28]([CH:30]5[CH2:33][N:32]([CH2:34][CH2:35][S:36]([CH3:39])(=[O:38])=[O:37])[CH2:31]5)[CH:27]=[CH:26][C:23]=4[C:24]=3[N:25]=2)[N:13]([CH:40]([CH3:42])[CH3:41])[N:12]=1)C1C=CC=CC=1>[Pd]>[CH:40]([N:13]1[C:14]([C:16]2[S:17][C:18]3[CH2:19][CH2:20][O:21][C:22]4[CH:29]=[C:28]([CH:30]5[CH2:31][N:32]([CH2:34][CH2:35][S:36]([CH3:39])(=[O:37])=[O:38])[CH2:33]5)[CH:27]=[CH:26][C:23]=4[C:24]=3[N:25]=2)=[N:15][C:11]([NH2:10])=[N:12]1)([CH3:42])[CH3:41]. Procedure: A suspension of (1-isopropyl-5-{8-[1-(2-methanesulfonyl-ethyl)-azetidin-3-yl]-4,5-dihydro-6-oxa-3-thia-1-aza-benzo[e]azulen-2-yl}-1H-[1,2,4]triazol-3-yl)-carbamic acid benzyl ester (157 mg, 0.25 mmol) in IMS (25 mL) was treated with a slurry of palladium on carbon (50 mg, 50% in water) and the mixture was stirred under an atmosphere of hydrogen for 3 days. More palladium on carbon was added and the mixture stirred for another 18 hours before being filtered through celite. The filtrate was concen... Reagents/catalysts: [Pd] (palladium on carbon), [Pd] (palladium on carbon). Yields the product C(C)(C)N1N=C(N=C1C=1SC=2CCOC3=C(C2N1)C=CC(=C3)C3CN(C3)CCS(=O)(=O)C)N (1-Isopropyl-5-{8-[1-(2-methanesulfonyl-ethyl)-azetidin-3-yl]-4,5-dihydro-6-oxa-3-thia-1-aza-benzo[e]azulen-2-yl}-1H-[1,2,4]triazol-3-ylamine). Run at time 3 day. Starting materials: N[C@@H](CC1=CNC=N1)C(=O)N1[C@H](C(=O)N)CCC1 (L-histidyl-L-prolinamide), N[C@@H](CC1=CNC=N1)C(=O)N1[C@H](C(=O)N)CCC1 (L-histidyl-L-prolinamide), C[C@H]1[C@H](NC(C1)=O)C(=O)O (cis-3-Methylpyroglutamic acid), C=1C=CC2=C(C1)N=NN2O (HOBT), C1CCC(CC1)N=C=NC2CCCCC2 (DCC). The solvent is CN(C)C=O (DMF). Run at temperature 0 celsius, time 8 hour. The product is C[C@H]1[C@H](NC(C1)=O)C(=O)N[C@@H](CC1=CNC=N1)C(=O)N1[C@H](C(=O)N)CCC1 (Nα -(cis-3-methylpyroglutamyl)-L-histidyl-L-prolinamide). Reaction SMILES: [CH3:1][C@@H:2]1[CH2:6][C:5](=[O:7])[NH:4][C@@H:3]1[C:8]([OH:10])=O.C1C=CC2N(O)N=NC=2C=1.C1CCC(N=C=NC2CCCCC2)CC1.[NH2:36][C@H:37]([C:44]([N:46]1[CH2:53][CH2:52][CH2:51][C@H:47]1[C:48]([NH2:50])=[O:49])=[O:45])[CH2:38][C:39]1[N:43]=[CH:42][NH:41][CH:40]=1>CN(C=O)C>[CH3:1][C@@H:2]1[CH2:6][C:5](=[O:7])[NH:4][C@@H:3]1[C:8]([NH:36][C@H:37]([C:44]([N:46]1[CH2:53][CH2:52][CH2:51][C@H:47]1[C:48]([NH2:50])=[O:49])=[O:45])[CH2:38][C:39]1[N:43]=[CH:42][NH:41][CH:40]=1)=[O:10]. Procedure details: cis-3-Methylpyroglutamic acid [A. B. Mauger, J. Org. Chem. 46, 1032 (1981)] (1.5 g) was dissolved in DMF (30 ml), and HOBT (1.6 g) was added to the solution, followed by addition of DCC (2.81 g) under cooling at 0° C. The mixture was stirred at the same temperature overnight. The above-mentioned DMF solution of L-histidyl-L-prolinamide was added to the mixture, and the mixture was stirred at 5° C. overnight. After the resulting precipitation was filtered off, the filtrate was concentrated to dry... Starting materials: Cc1cc2c(c3cc(C(C)C)c(=O)[nH]c13)OC(CBr)C2C, CCOC(C)=O, CN(C)C=O, [N-]=[N+]=[N-], [Na+], O. The product is Cc1cc2c(c3cc(C(C)C)c(=O)[nH]c13)OC(CN=[N+]=[N-])C2C. Reaction SMILES: [Br:1][CH2:2][CH:3]1[CH:4]([CH3:21])[c:5]2[c:6]([c:7]3[cH:8][c:9]([CH:17]([CH3:18])[CH3:19])[c:10](=[O:16])[nH:11][c:12]3[c:13]([CH3:15])[cH:14]2)[O:20]1.[C:27]([O:28][CH2:29][CH3:30])(=[O:31])[CH3:32].[CH3:33][N:34]([CH3:35])[CH:36]=[O:37].[N-:23]=[N+:24]=[N-:25].[Na+:22].[OH2:26]>>[CH2:2]([CH:3]1[CH:4]([CH3:21])[c:5]2[c:6]([c:7]3[cH:8][c:9]([CH:17]([CH3:18])[CH3:19])[c:10](=[O:16])[nH:11][c:12]3[c:13]([CH3:15])[cH:14]2)[O:20]1)[N:23]=[N+:24]=[N-:25]. Reactants: FC=1C=C(C=C(C1)F)[C@@H]1CNC2(CCCC2)C(N1CC(=O)OCC)=O (ethyl [(8R)-8-(3,5-difluorophenyl)-10-oxo-6,9-diazaspiro[4.5]dec-9-yl]acetate), FC=1C=C(C=C(C1)F)[C@@H]1CNC2(CCCC2)C(N1CC(=O)OCC)=O (ethyl [(8R)-8-(3,5-difluorophenyl)-10-oxo-6,9-diazaspiro[4.5]dec-9-yl]acetate), FC=1C=C(C(CBr)=O)C=C(C1)F (3,5-difluorophenacyl bromide), Na3PO4, CN(C)C=O (DMF), Cl (HCl). Run at time 3.5 hour. The product is FC=1C=C(C=C(C1)F)C(CNC1(CCCC1)C(=O)OC)=O (Methyl 1-{[2-(3,5-difluorophenyl)-2-oxoethyl]amino}cyclopentanecarboxylate). Reaction SMILES: FC1C=C([C@H]2N(CC(OCC)=O)[C:17](=[O:25])[C:12]3([CH2:16][CH2:15][CH2:14][CH2:13]3)[NH:11]C2)C=C(F)C=1.[F:26][C:27]1[CH:28]=[C:29]([CH:34]=[C:35]([F:37])[CH:36]=1)[C:30](=[O:33])[CH2:31]Br.Cl.CN([CH:42]=[O:43])C>>[F:26][C:27]1[CH:28]=[C:29]([C:30](=[O:33])[CH2:31][NH:11][C:12]2([C:17]([O:43][CH3:42])=[O:25])[CH2:16][CH2:15][CH2:14][CH2:13]2)[CH:34]=[C:35]([F:37])[CH:36]=1. Reported procedure: A mixture of methyl 1-aminocyclopentanecarboxylate hydrochloride (10.0 g, 55.7 mmol, described in Intermediate 25), 3,5-difluorophenacyl bromide (14.4 g, 61.2 mmol), and Na3PO4 (22.8 g, 139 mmol) in DMF (100 mL) was stirred at ambient temperature for 3.5 h. The reaction mixture was acidified with 1 N aqueous HCl and the mixture was extracted with EtOAc (200 mL) and this organic extract was discarded. The aqueous layer was adjusted to pH 8-9 by addition of saturated aqueous NaHCO3 and the mixture...